From a dataset of the Open Reaction Database (ORD), a public repository of structured organic reaction records. describe an organic reaction: reactants, conditions, products, and yield Reagents/catalysts: CN(C)C=1C=CN=CC1 (DMAP). The reactants are C(C)(C)(C)OC(NC(C(=O)N1C2C(CC1)NCC2C2=CNC1=CC(=CC=C21)F)C2CCCCC2)=O ({1-Cyclohexyl-2-[6-(6-fluoro-1H-indol-3-yl)-hexahydro-pyrrolo[3,2-b]pyrrol-1-yl]-2-oxo-ethyl}-carbamic acid tert-butyl ester), CC(=O)OC(=O)C (Ac2O). The product is C(C)(C)(C)OC(NC(C(=O)N1C2C(CC1)N(CC2C2=CNC1=CC(=CC=C21)F)C(C)=O)C2CCCCC2)=O ({2-[4-Acetyl-6-(6-fluoro-1H-indol-3-yl)-hexahydro-pyrrolo[3,2-b]pyrrol-1-yl]-1-cyclohexyl-2-oxo-ethyl}-carbamic acid tert-butyl ester). Procedure: To a solution containing 49 (200 mg, 0.41 mmol) in DCM (5 mL) was added Ac2O (65 mg, 0.63 mmol) and DMAP (5 mg, cat.) at ambient temperature. After 16 h, the reaction mixture was diluted with DCM, washed successively with 1M HCl and brine, dried over anhydrous Na2SO4, filtered, and concentrated to afford 170 mg (78%) of crude 68 which was used without further purification. Mass spectrum, m/z [527] (M+H)+. Reaction SMILES: [C:1]([O:5][C:6](=[O:35])[NH:7][CH:8]([CH:29]1[CH2:34][CH2:33][CH2:32][CH2:31][CH2:30]1)[C:9]([N:11]1[CH2:15][CH2:14][CH:13]2[NH:16][CH2:17][CH:18]([C:19]3[C:27]4[C:22](=[CH:23][C:24]([F:28])=[CH:25][CH:26]=4)[NH:21][CH:20]=3)[CH:12]12)=[O:10])([CH3:4])([CH3:3])[CH3:2].[CH3:36][C:37](OC(C)=O)=[O:38]>C(Cl)Cl.CN(C1C=CN=CC=1)C>[C:1]([O:5][C:6](=[O:35])[NH:7][CH:8]([CH:29]1[CH2:30][CH2:31][CH2:32][CH2:33][CH2:34]1)[C:9]([N:11]1[CH2:15][CH2:14][CH:13]2[N:16]([C:37](=[O:38])[CH3:36])[CH2:17][CH:18]([C:19]3[C:27]4[C:22](=[CH:23][C:24]([F:28])=[CH:25][CH:26]=4)[NH:21][CH:20]=3)[CH:12]12)=[O:10])([CH3:4])([CH3:2])[CH3:3]. The solvent is C(Cl)Cl (DCM), C(Cl)Cl (DCM). Reaction conditions: time 16 hour. The reactants are ICOC(=O)OCC(=O)OC (methyl ({[(iodomethyl)oxy]carbonyl}oxy)acetate), [Na].FC1=C(C=CC(=C1)F)CNC(=O)C=1C(C(=C2N(C[C@@H]3N(C2=O)[C@H](CO3)C)C1)O)=O ((3S,11aR)—N-[(2,4-difluorophenyl)methyl]-6-hydroxy-3-methyl-5,7-dioxo-2,3,5,7,11,11a-hexahydro[1,3]oxazolo[3,2-a]pyrido[1,2-d]pyrazine-8-carboxamide sodium salt), C([O-])([O-])=O.[K+].[K+] (potassium carbonate). The reagents and catalysts are S(=O)(=O)(O)[O-].C(CCC)[N+](CCCC)(CCCC)CCCC (tetrabutylammonium hydrogen sulfate). The product is FC1=C(C=CC(=C1)F)CNC(=O)C=1C(C(=C2N(C[C@@H]3N(C2=O)[C@H](CO3)C)C1)OCOC(=O)OCC(=O)OC)=O (Methyl ({[({[(3S,11aR)-8-({[(2,4-difluorophenyl)methyl]amino}carbonyl)-3-methyl-5,7-dioxo-2,3,5,7,11,11a-hexahydro[1,3]oxazolo[3,2-a]pyrido[1,2-d]pyrazin-6-yl]oxy}methyl)oxy]carbonyl}oxy)acetate). Reaction SMILES: I[CH2:2][O:3][C:4]([O:6][CH2:7][C:8]([O:10][CH3:11])=[O:9])=[O:5].[Na].[F:13][C:14]1[CH:19]=[C:18]([F:20])[CH:17]=[CH:16][C:15]=1[CH2:21][NH:22][C:23]([C:25]1[C:26](=[O:41])[C:27]([OH:40])=[C:28]2[C:33](=[O:34])[N:32]3[C@@H:35]([CH3:38])[CH2:36][O:37][C@@H:31]3[CH2:30][N:29]2[CH:39]=1)=[O:24].C(=O)([O-])[O-].[K+].[K+]>S([O-])(O)(=O)=O.C([N+](CCCC)(CCCC)CCCC)CCC>[F:13][C:14]1[CH:19]=[C:18]([F:20])[CH:17]=[CH:16][C:15]=1[CH2:21][NH:22][C:23]([C:25]1[C:26](=[O:41])[C:27]([O:40][CH2:2][O:3][C:4]([O:6][CH2:7][C:8]([O:10][CH3:11])=[O:9])=[O:5])=[C:28]2[C:33](=[O:34])[N:32]3[C@@H:35]([CH3:38])[CH2:36][O:37][C@@H:31]3[CH2:30][N:29]2[CH:39]=1)=[O:24] |f:1.2,3.4.5,6.7,^1:11|. Procedure details: The title compound was prepared from methyl ({[(iodomethyl)oxy]carbonyl}oxy)acetate (103 mg, 0.374 mmol), 1b (80 mg, 0.187 mmol), potassium carbonate (78 mg, 0.5621 mmol), and tetrabutylammonium hydrogen sulfate (64 mg, 0.187 mmol), using a similar process to that described in example 1. 1H NMR (CDCl3) δ 10.20 (m, 1H), 8.39 (s, 1H), 7.33 (m, 1H), 6.78 (m, 2H), 6.00 (d, J=6.8 Hz, 1H), 5.88 (d, J=6.8 Hz, 1H), 5.30 (dd, J=10, 4 Hz, 1H), 4.63-4.58 (m, 4H), 4.43-4.28 (m, 4H), 3.93 (m, 1H), 3.73 (s, 2... The reactants are [H-].[Na+] (sodium hydride), CN(C=O)C (dimethyl formamide), O (Water), COC1=C(CC#N)C=C(C=C1)Br (2-Methoxy-5-bromobenzyl cyanide), CN(C=O)C (dimethyl formamide), CI (methyl iodide). Conditions: time 15 minute. Yields the product COC1=C(C(C)(C)C#N)C=C(C=C1)Br (2-Methoxy-5-bromo-α,α-dimethylbenzylcyanide). RXN SMILES: [CH3:1][O:2][C:3]1[CH:11]=[CH:10][C:9]([Br:12])=[CH:8][C:4]=1[CH2:5][C:6]#N.[H-].[Na+].[CH3:15]I.O.C[N:19]([CH3:22])C=O>>[CH3:1][O:2][C:3]1[CH:11]=[CH:10][C:9]([Br:12])=[CH:8][C:4]=1[C:5]([C:22]#[N:19])([CH3:15])[CH3:6] |f:1.2|. Procedure details: 2-Methoxy-5-bromobenzyl cyanide (prepared by reaction of 2-methyl-4-bromoanisole, benzoyl peroxide and bromine, followed by reaction with sodium cyanide) (47 g, 0.208 mole) in dimethyl formamide (100 ml) was added cautiously to a cooled, stirred mixture of sodium hydride 10 g (0.416 mole) and dry dimethyl formamide (500 ml). After 15 minutes, methyl iodide (59 g, 0.416 mole) was added dropwise at 15°-20° C. (external cooling) and the mixture stirred at room temperature for 21/2 hours. Water was ... The reactants are C(C)(C)(C)OC(=O)NC(C(=O)N1C(CC(C1)O)C(=O)NC1(C(C1)CC)C(=O)O)C(C)(C)C (1-{[1-(2-tert-butoxycarbonylamino-3,3-dimethyl-butyryl)-4-hydroxy-pyrrolidine-2-carbonyl]-amino}-2-ethyl-cyclopropanecarboxylic acid), CC(C)(C)[O-].[K+] (KOt-Bu), ClC1=CN=NC2=CC(=CC=C12)OC (4-chloro-7-methoxy-cinnoline). Solvent: C1CCOC1 (THF), CCOC(=O)C (EtOAc). Reaction conditions: temperature 0 celsius, time 2.5 hour. The product is C(C)(C)(C)OC(=O)NC(C(=O)N1C(CC(C1)OC1=CN=NC2=CC(=CC=C12)OC)C(=O)NC1(C(C1)CC)C(=O)O)C(C)(C)C (1-{[1-(2-tert-butoxycarbonylamino-3,3-dimethyl-butyryl)-4-(7-methoxy-cinnolin-4-yloxy)-pyrrolidine-2-carbonyl]-amino}-2-ethyl-cyclopropanecarboxylic acid). The yield is 57.0%. RXN SMILES: [C:1]([O:5][C:6]([NH:8][CH:9]([C:29]([CH3:32])([CH3:31])[CH3:30])[C:10]([N:12]1[CH2:16][CH:15]([OH:17])[CH2:14][CH:13]1[C:18]([NH:20][C:21]1([C:26]([OH:28])=[O:27])[CH2:23][CH:22]1[CH2:24][CH3:25])=[O:19])=[O:11])=[O:7])([CH3:4])([CH3:3])[CH3:2].CC([O-])(C)C.[K+].Cl[C:40]1[C:49]2[C:44](=[CH:45][C:46]([O:50][CH3:51])=[CH:47][CH:48]=2)[N:43]=[N:42][CH:41]=1>C1COCC1.CCOC(C)=O>[C:1]([O:5][C:6]([NH:8][CH:9]([C:29]([CH3:31])([CH3:30])[CH3:32])[C:10]([N:12]1[CH2:16][CH:15]([O:17][C:40]2[C:49]3[C:44](=[CH:45][C:46]([O:50][CH3:51])=[CH:47][CH:48]=3)[N:43]=[N:42][CH:41]=2)[CH2:14][CH:13]1[C:18]([NH:20][C:21]1([C:26]([OH:28])=[O:27])[CH2:23][CH:22]1[CH2:24][CH3:25])=[O:19])=[O:11])=[O:7])([CH3:4])([CH3:2])[CH3:3] |f:1.2|. Reported procedure: To 1-{[1-(2-tert-butoxycarbonylamino-3,3-dimethyl-butyryl)-4-hydroxy-pyrrolidine-2-carbonyl]-amino}-2-ethyl-cyclopropanecarboxylic acid (210 mmg, 0.46 mmol) at 0° C. (external temperature, ice bath) was added KOt-Bu (1 m in THF, 2.3 mL, 2.3 mmol, 5 equiv.) and 4-chloro-7-methoxy-cinnoline (95 mg, 0.49 mmol, 1.06 equiv.) in THF (3 mL). The reaction was stirred at 0° C. for 2.5 h and diluted with EtOAc. The solution was washed with aqueous HCl (1M), resulting a precipitation of the crude product. ... Starting materials: C(C)[C@@H]1C(N[C@@H]1CCOS(=O)(=O)C=1C(=CC=CC1)C)=O ((±)-cis-3-Ethyl-4-(2-toluenesulfonyloxy)ethyl-2-azetidinone), C1(=CC=CC=C1)S.[K] (potassium thiophenol). Solvent: C(C)O (ethanol). Yields the product C(C)[C@@H]1C(N[C@@H]1CCOC=1SC=CC1)=O ((±)-cis-3-Ethyl-4-(2-thiophenoxy)ethyl-2-azetidinone). As a reaction SMILES: [CH2:1]([C@H:3]1[C@@H:6]([CH2:7][CH2:8][O:9]S(C2C(C)=CC=CC=2)(=O)=O)[NH:5][C:4]1=[O:20])[CH3:2].[C:21]1([SH:27])[CH:26]=[CH:25][CH:24]=CC=1.[K]>C(O)C>[CH2:1]([C@H:3]1[C@@H:6]([CH2:7][CH2:8][O:9][C:24]2[S:27][CH:21]=[CH:26][CH:25]=2)[NH:5][C:4]1=[O:20])[CH3:2] |f:1.2,^1:27|. Procedure: To 8 mg of the titled product of Example 10 Step C in 1 ml of absolute ethanol was added a small amount of potassium thiophenol. The resulting mixture was refluxed for 1/2 hour and the product purified by preparative TLC (30% EtOAc in hexane). 1H NMR (CDCl3): δ1.04(3H, t), 1.46-1.98(4H, m), 2.97(2H, t), 3.06-3.16(1H, m), 3.77-3.85(1H, m), 5.99 (1H, broad), 7.16-7.36(5H, m). The reactants are BrC=1C=C(C=O)C=CC1 (3-bromobenzaldehyde), COC(CCC[N+](=O)[O-])=O (methyl-4-nitrobutyrate), C(C)(=O)[O-].[NH4+] (ammonium acetate). The solvent is C(C)O (ethanol). Product: BrC=1C=C(C=CC1)[C@H]1[C@@H](CCC(N1)=O)[N+](=O)[O-] (trans-6-(3-Bromo-phenyl)-5-nitro-piperidin-2-one). As a reaction SMILES: [Br:1][C:2]1[CH:3]=[C:4]([CH:7]=[CH:8][CH:9]=1)[CH:5]=O.C[O:11][C:12](=O)[CH2:13][CH2:14][CH2:15][N+:16]([O-:18])=[O:17].C([O-])(=O)C.[NH4+:24]>C(O)C>[Br:1][C:2]1[CH:3]=[C:4]([C@@H:5]2[NH:24][C:12](=[O:11])[CH2:13][CH2:14][C@H:15]2[N+:16]([O-:18])=[O:17])[CH:7]=[CH:8][CH:9]=1 |f:2.3|. Procedure details: A mixture of 3-bromobenzaldehyde (82.20 g), methyl-4-nitrobutyrate (65.3 g) and ammonium acetate (68.5 g) in ethanol (400 ml), was heated to reflux for 18 hours. The solvent was removed in vacuo and the resultant mixture triturated with ethanol (400 ml) to give the title compound as a white solid. (97.46 g).